Dataset: the Open Reaction Database (ORD), a public repository of structured organic reaction records. Task: describe an organic reaction: reactants, conditions, products, and yield Starting materials: NC1=C(C=C(C(=C1)C(F)(F)F)C)NC1CCN(CC1)C(=O)OC(C)(C)C (1,1-Dimethylethyl 4-{[2-amino-5-methyl-4-(trifluoromethyl)phenyl]amino}-1-piperidinecarboxylate), C1=CN(C=N1)C(=O)N2C=CN=C2 (CDI). Run in O1CCCC1 (tetrahydrofuran). Reaction conditions: temperature 55 celsius, time 8 hour. Yields the product CC=1C(=CC2=C(N(C(N2)=O)C2CCN(CC2)C(=O)OC(C)(C)C)C1)C(F)(F)F (1,1-Dimethylethyl 4-[6-methyl-2-oxo-5-(trifluoromethyl)-2,3-dihydro-1H-benzimidazol-1-yl]-1-piperidinecarboxylate). RXN SMILES: [NH2:1][C:2]1[CH:7]=[C:6]([C:8]([F:11])([F:10])[F:9])[C:5]([CH3:12])=[CH:4][C:3]=1[NH:13][CH:14]1[CH2:19][CH2:18][N:17]([C:20]([O:22][C:23]([CH3:26])([CH3:25])[CH3:24])=[O:21])[CH2:16][CH2:15]1.C1N=CN([C:32](N2C=NC=C2)=[O:33])C=1>O1CCCC1>[CH3:12][C:5]1[C:6]([C:8]([F:11])([F:10])[F:9])=[CH:7][C:2]2[NH:1][C:32](=[O:33])[N:13]([CH:14]3[CH2:15][CH2:16][N:17]([C:20]([O:22][C:23]([CH3:26])([CH3:25])[CH3:24])=[O:21])[CH2:18][CH2:19]3)[C:3]=2[CH:4]=1. Reported procedure: 1,1-Dimethylethyl 4-{[2-amino-5-methyl-4-(trifluoromethyl)phenyl]amino}-1-piperidine-carboxylate (D58) (2.92 mmol, 1.1 g) was dissolved in 5 ml of tetrahydrofuran and CDI (1,1′-(oxomethanediyl)bis-1H-imidazole) (1.5 eq., 4.4 mmol, 0.71 g) was added at room temperature; the mixture was stirred at 50-60° C. overnight. The mixture was cooled to room temperature and it was partitioned in ethyl acetate/H2O; the two layers were separated and the aqueous phase was extracted with ethyl acetate (2×); the... The reactants are C([O-])(O)=O.[Na+] (Sodium bicarbonate), O (Water), Cl (hydrochloric acid), C(C)OC(=C)C1=NC(=NC(=C1)COCC(F)(F)F)NC1=CC(=C(C=C1)C1=CN=C(O1)C)OC (4-(1-Ethoxyvinyl)-N-(3-methoxy-4-(2-methyloxazol-5-yl)phenyl)-6-((2,2,2-trifluoroethoxy)-methyl)pyrimidin-2-amine). Run in O1CCOCC1 (dioxane), [Cl-].[Na+].O (Brine). Reaction conditions: temperature 50 celsius. Product: COC=1C=C(C=CC1C1=CN=C(O1)C)NC1=NC(=CC(=N1)C(C)=O)COCC(F)(F)F (1-(2-(3-Methoxy-4-(2-methyloxazol-5-yl)phenylamino)-6-((2,2,2-trifluoroethoxy)methyl)-pyrimidin-4-yl)ethanone). Reaction SMILES: C([O:3][C:4]([C:6]1[CH:11]=[C:10]([CH2:12][O:13][CH2:14][C:15]([F:18])([F:17])[F:16])[N:9]=[C:8]([NH:19][C:20]2[CH:25]=[CH:24][C:23]([C:26]3[O:30][C:29]([CH3:31])=[N:28][CH:27]=3)=[C:22]([O:32][CH3:33])[CH:21]=2)[N:7]=1)=[CH2:5])C.O.Cl.C(=O)(O)[O-].[Na+]>O1CCOCC1.[Cl-].[Na+].O>[CH3:33][O:32][C:22]1[CH:21]=[C:20]([NH:19][C:8]2[N:7]=[C:6]([C:4](=[O:3])[CH3:5])[CH:11]=[C:10]([CH2:12][O:13][CH2:14][C:15]([F:16])([F:17])[F:18])[N:9]=2)[CH:25]=[CH:24][C:23]=1[C:26]1[O:30][C:29]([CH3:31])=[N:28][CH:27]=1 |f:3.4,6.7.8|. Procedure: 4-(1-Ethoxyvinyl)-N-(3-methoxy-4-(2-methyloxazol-5-yl)phenyl)-6-((2,2,2-trifluoroethoxy)-methyl)pyrimidin-2-amine (70 mg, 0.15 mmol) was dissolved in dioxane (10 mL). Water (0.5 mL) and hydrochloric acid (conc., 0.038 mL, 0.45 mmol) were added. The mixture was heated at 50° C. for 10 min. Sodium bicarbonate (s, 0.5 g) was added and mixture was stirred. Brine (2 mL) was added. The mixture was extracted with EtAOc (×2). The organic phase was dried (sodium sulfate) and evaporated to give the title ... The reactants are Cc1cc(Oc2ccc(C#N)cc2C(F)(F)F)n[nH]1, O=C([O-])[O-], CCN=C=O, CCOC(C)=O, Cl, [K+], [K+]. Yields the product CCNC(=O)n1nc(Oc2ccc(C#N)cc2C(F)(F)F)cc1C. RXN SMILES: [C:12](#[N:13])[c:14]1[cH:15][c:16]([C:27]([F:28])([F:29])[F:30])[c:17]([O:20][c:21]2[n:22][nH:23][c:24]([CH3:26])[cH:25]2)[cH:18][cH:19]1.[C:1](=[O:2])([O-:3])[O-:4].[CH2:7]([CH3:8])[N:9]=[C:10]=[O:11].[CH3:32][CH2:33][O:34][C:35](=[O:36])[CH3:37].[ClH:31].[K+:5].[K+:6]>>[CH2:7]([CH3:8])[NH:9][C:10](=[O:11])[n:23]1[n:22][c:21]([O:20][c:17]2[c:16]([C:27]([F:28])([F:29])[F:30])[cH:15][c:14]([C:12]#[N:13])[cH:19][cH:18]2)[cH:25][c:24]1[CH3:26]. The reactants are 1-cyclopentyl-6-[(3,4-trans)-4-methyl-1-(pyridin-3-ylmethyl)pyrrolidin-3-yl]-1,5-dihydro-4H-pyrazolo[3,4-d]pyrimidin-4-one, C(C)(C)N1N=CC2=C1N=C(NC2=O)[C@@H]2CNC[C@H]2C (1-isopropyl-6-[(3S,4S)-4-methylpyrrolidin-3-yl]-1H-pyrazolo[3,4-d]pyrimidin-4(5H)-one), N1=CC=C(C2=NC=CC=C12)C=O (1,5-naphthyridine-4-carbaldehyde). Yields the product C(C)(C)N1N=CC2=C1N=C(NC2=O)[C@@H]2CN(C[C@H]2C)CC2=CC=NC1=CC=CN=C21 (1-isopropyl-6-[(3S,4S)-4-methyl-1-(1,5-naphthyridin-4-ylmethyl)pyrrolidin-3-yl]-1,5-dihydro-4H-pyrazolo[3,4-d]pyrimidin-4-one). Reaction SMILES: [CH:1]([N:4]1[C:8]2[N:9]=[C:10]([C@H:14]3[C@H:18]([CH3:19])[CH2:17][NH:16][CH2:15]3)[NH:11][C:12](=[O:13])[C:7]=2[CH:6]=[N:5]1)([CH3:3])[CH3:2].[N:20]1[C:29]2[C:24](=[N:25][CH:26]=[CH:27][CH:28]=2)[C:23]([CH:30]=O)=[CH:22][CH:21]=1>>[CH:1]([N:4]1[C:8]2[N:9]=[C:10]([C@H:14]3[C@H:18]([CH3:19])[CH2:17][N:16]([CH2:30][C:23]4[C:24]5[C:29](=[CH:28][CH:27]=[CH:26][N:25]=5)[N:20]=[CH:21][CH:22]=4)[CH2:15]3)[NH:11][C:12](=[O:13])[C:7]=2[CH:6]=[N:5]1)([CH3:3])[CH3:2]. Procedure: Following the procedure for the preparation of 1-cyclopentyl-6-[(3,4-trans)-4-methyl-1-(pyridin-3-ylmethyl)pyrrolidin-3-yl]-1,5-dihydro-4H-pyrazolo[3,4-d]pyrimidin-4-one but substituting 1-isopropyl-6-[(3S,4S)-4-methylpyrrolidin-3-yl]-1H-pyrazolo[3,4-d]pyrimidin-4(5H)-one and 1,5-naphthyridine-4-carbaldehyde provided the title compound. 400 MHz 1H NMR (CDCl3) δ 9.09-9.08 (m, 1H), 8.95-8.87 (m, 1H), 8.44-8.39 (m, 1H), 8.00 (s, 1H), 7.73-7.70 (m, 1H), 7.67-7.64 (m, 1H), 5.00-4.96 (m, 1H), 4.56-4.5... Reactants: [Al+3], COCCN(C)c1ccc2oc(C(=O)OC)c(C)c2c1, [H-], [H-], [H-], [H-], [Li+], C1CCOC1. Product: COCCN(C)c1ccc2oc(CO)c(C)c2c1. Reaction SMILES: [Al+3:22].[CH3:1][O:2][CH2:3][CH2:4][N:5]([c:6]1[cH:7][cH:8][c:9]2[c:10]([c:11]([CH3:18])[c:12]([C:14](=[O:15])[O:16][CH3:17])[o:13]2)[cH:19]1)[CH3:20].[H-:21].[H-:24].[H-:25].[H-:26].[Li+:23].[O:27]1[CH2:28][CH2:29][CH2:30][CH2:31]1>>[CH3:1][O:2][CH2:3][CH2:4][N:5]([c:6]1[cH:7][cH:8][c:9]2[c:10]([c:11]([CH3:18])[c:12]([CH2:14][OH:15])[o:13]2)[cH:19]1)[CH3:20]. Reactants: C(C)OC1=CC=C(C=C1)N=C=S (4-ethoxyphenyl isothiocyanate), CNN (methylhydrazine). The solvent is C(C)O (ethanol). Product: C(C)OC1=CC=C(C=C1)NC(N(N)C)=S (4-(4-ethoxyphenyl)-2-methyl-3-thiosemicarbazide). Isolated yield 79.5%. As a reaction SMILES: [CH2:1]([O:3][C:4]1[CH:9]=[CH:8][C:7]([N:10]=[C:11]=[S:12])=[CH:6][CH:5]=1)[CH3:2].[CH3:13][NH:14][NH2:15]>C(O)C>[CH2:1]([O:3][C:4]1[CH:9]=[CH:8][C:7]([NH:10][C:11](=[S:12])[N:14]([CH3:13])[NH2:15])=[CH:6][CH:5]=1)[CH3:2]. Procedure details: Following procedures similar to those employed in Step A of Example 2, the reaction of 2.5 g (0.0698 mole) of 4-ethoxyphenyl isothiocyanate and 3.22 g (0.0698 mole) of methylhydrazine in 100 ml of ethanol yielded 12.5 g of 4-(4-ethoxyphenyl)-2-methyl-3-thiosemicarbazide as a solid. The nmr spectrum was consistent with the proposed structure. Starting materials: CCN(C(C)C)C(C)C (DIEA), N1=CN(C2=NC=CC=C21)CC2=CC1=C(N=C(S1)S(=O)C)C=C2 (6-((3H-imidazo[4,5-b]pyridin-3-yl)methyl)-2-(methylsulfinyl)benzo[d]thiazole), N1=CN(C2=NC=CC=C21)CC2=CC1=C(N=C(S1)S(=O)(=O)C)C=C2 (6-((3H-imidazo[4,5-b]pyridin-3-yl)methyl)-2-(methylsulfonyl)benzo[d]thiazole), NCC1(CCCCC1)O (1-(aminomethyl)cyclohexanol), NCC1(CCCCC1)O (1-(aminomethyl)cyclohexanol), CCN(C(C)C)C(C)C (DIEA). The solvent is CC(=O)N(C)C (DMA). Conditions: temperature 125 celsius, time 15 hour. Yields the product N1=CN(C2=NC=CC=C21)CC2=CC1=C(N=C(S1)NCC1(CCCCC1)O)C=C2 (1-(((6-((3H-imidazo[4,5-b]pyridin-3-yl)methyl)benzo[d]thiazol-2-yl)amino)methyl)cyclohexanol). RXN SMILES: [N:1]1[C:9]2[C:4](=[N:5][CH:6]=[CH:7][CH:8]=2)[N:3]([CH2:10][C:11]2[CH:22]=[CH:21][C:14]3[N:15]=[C:16](S(C)=O)[S:17][C:13]=3[CH:12]=2)[CH:2]=1.N1C2C(=NC=CC=2)N(CC2C=CC3N=C(S(C)(=O)=O)SC=3C=2)C=1.[NH2:46][CH2:47][C:48]1([OH:54])[CH2:53][CH2:52][CH2:51][CH2:50][CH2:49]1.CCN(C(C)C)C(C)C>CC(N(C)C)=O>[N:1]1[C:9]2[C:4](=[N:5][CH:6]=[CH:7][CH:8]=2)[N:3]([CH2:10][C:11]2[CH:22]=[CH:21][C:14]3[N:15]=[C:16]([NH:46][CH2:47][C:48]4([OH:54])[CH2:53][CH2:52][CH2:51][CH2:50][CH2:49]4)[S:17][C:13]=3[CH:12]=2)[CH:2]=1. Reported procedure: A 4:1 mixture of 6-((3H-imidazo[4,5-b]pyridin-3-yl)methyl)-2-(methylsulfinyl)benzo[d]thiazole and 6-((3H-imidazo[4,5-b]pyridin-3-yl)methyl)-2-(methylsulfonyl)benzo[d]thiazole (50 mg) from Step 2 of Example 63 was dissolved in anhydrous DMA (1.5 mL), and then 1-(aminomethyl)cyclohexanol (79 mg, 0.608 mmol) from Step 1 of this Example and DIEA (98 mg, 0.760 mmol) were added. The reaction vessel was sealed and the mixture was heated with stirring at 125° C. for 15 h. LCMS analysis indicated that th...